From a dataset of the Open Reaction Database (ORD), a public repository of structured organic reaction records. describe an organic reaction: reactants, conditions, products, and yield Starting materials: Cl.NC1=C2N=C(N=C2N(C=N1)CC1=CC(=C(C=C1)OC)OCC1=CC=CC=C1)C(C)C (6-Amino-3-(3-benzyloxy-4-methoxy-benzyl)-8-isopropyl-3H-purine hydrochloride). Reagents/catalysts: [Pd] (Pd-C). Solvent: C1CCOC1.CO (THF methanol). Yields the product Cl.NC1=C2N=C(N=C2N(C=N1)CC1=CC(=C(C=C1)OC)O)C(C)C (6-amino-3-(3-hydroxy-4-methoxy-benzyl)-8-isopropyl-3H-purine hydrochloride). The yield is 78.6%. RXN SMILES: [ClH:1].[NH2:2][C:3]1[N:11]=[CH:10][N:9]([CH2:12][C:13]2[CH:18]=[CH:17][C:16]([O:19][CH3:20])=[C:15]([O:21]CC3C=CC=CC=3)[CH:14]=2)[C:8]2[C:4]=1[N:5]=[C:6]([CH:29]([CH3:31])[CH3:30])[N:7]=2>C1COCC1.CO.[Pd]>[ClH:1].[NH2:2][C:3]1[N:11]=[CH:10][N:9]([CH2:12][C:13]2[CH:18]=[CH:17][C:16]([O:19][CH3:20])=[C:15]([OH:21])[CH:14]=2)[C:8]2[C:4]=1[N:5]=[C:6]([CH:29]([CH3:31])[CH3:30])[N:7]=2 |f:0.1,2.3,5.6|. Procedure: 6-Amino-3-(3-benzyloxy-4-methoxy-benzyl)-8-isopropyl-3H-purine hydrochloride (4.04 g, 9.2 mmole), in THF:methanol (1:1) (600 ml) was hydrogenated for 10 hours over 10% Pd-C (0.8 g) at room temperature and pressure. The catalyst was filtered off, the solvents removed in vacuo and the residue crystallized from acetone to give 6-amino-3-(3-hydroxy-4-methoxy-benzyl)-8-isopropyl-3H-purine hydrochloride (2.53 g, 78.8%), mp 125-130/185-195° C. The reactants are C(C)(C)(C)OC(N[C@@H](C1=CC=CC=C1)C(N(CCC1=NC=C(C=C1)C)C1=CC(=C(C=C1)C)C)=O)=O (((S)-{(3,4-dimethyl-phenyl)-[2-(5-methyl-pyridin-2-yl)-ethyl]-carbamoyl}-phenyl-methyl)-carbamic acid tert-butyl ester), Cl (HCl). The solvent is O1CCOCC1 (dioxane), O1CCOCC1 (dioxane). Conditions: time 18 hour. Product: Cl.Cl.N[C@H](C(=O)N(CCC1=NC=C(C=C1)C)C1=CC(=C(C=C1)C)C)C1=CC=CC=C1 ((S)-2-Amino-N-(3,4-dimethyl-phenyl)-N-[2-(5-methyl-pyridin-2-yl)-ethyl]-2-phenyl-acetamide dihydrochloride). Yield: 94.0%. Reaction SMILES: C(OC(=O)[NH:7][C@H:8]([C:15](=[O:34])[N:16]([C:26]1[CH:31]=[CH:30][C:29]([CH3:32])=[C:28]([CH3:33])[CH:27]=1)[CH2:17][CH2:18][C:19]1[CH:24]=[CH:23][C:22]([CH3:25])=[CH:21][N:20]=1)[C:9]1[CH:14]=[CH:13][CH:12]=[CH:11][CH:10]=1)(C)(C)C.[ClH:36]>O1CCOCC1>[ClH:36].[ClH:36].[NH2:7][C@@H:8]([C:9]1[CH:14]=[CH:13][CH:12]=[CH:11][CH:10]=1)[C:15]([N:16]([C:26]1[CH:31]=[CH:30][C:29]([CH3:32])=[C:28]([CH3:33])[CH:27]=1)[CH2:17][CH2:18][C:19]1[CH:24]=[CH:23][C:22]([CH3:25])=[CH:21][N:20]=1)=[O:34] |f:3.4.5|. Reported procedure: To a solution of 50 mg (0.11 mmol) ((S)-{(3,4-dimethyl-phenyl)-[2-(5-methyl-pyridin-2-yl)-ethyl]-carbamoyl}-phenyl-methyl)-carbamic acid tert-butyl ester in 0.2 mL dioxane was added 265 uL (1.06 mmol) of a 4 M HCl solution in dioxane. The mixture was stirred at room temperature for 18 hours. The solvent was removed in vacuo. Ethylacetate was added and the mixture was stirred slowly at ambient temperature. The solid was filtered, rinsed with ether and dried under vacum to provide 0.044 g (94%) of... Starting materials: C1(=CC=CC=C1)C(OCC1CCN(CC1)CCN1C(C2=CC=CC=C2C1=O)=O)C1=CC=CC=C1 (2-{2-[4-(1,1-Diphenyl-methoxymethyl)-piperidin-1-yl]-ethyl}-isoindole-1,3-dione), O.NN (hydrazine hydrate). Run in C(C)O (ethanol). Run at time 8 hour. Yields the product crude product, C1(=CC=CC=C1)C(OCC1CCN(CC1)CCN)C1=CC=CC=C1 (2-[4-(1,1-diphenyl-methoxymethyl)-piperidin-1-yl]-ethylamine). The yield is 49.4%. As a reaction SMILES: [C:1]1([CH:7]([C:29]2[CH:34]=[CH:33][CH:32]=[CH:31][CH:30]=2)[O:8][CH2:9][CH:10]2[CH2:15][CH2:14][N:13]([CH2:16][CH2:17][N:18]3C(=O)C4C(=CC=CC=4)C3=O)[CH2:12][CH2:11]2)[CH:6]=[CH:5][CH:4]=[CH:3][CH:2]=1.O.NN>C(O)C>[C:29]1([CH:7]([C:1]2[CH:2]=[CH:3][CH:4]=[CH:5][CH:6]=2)[O:8][CH2:9][CH:10]2[CH2:15][CH2:14][N:13]([CH2:16][CH2:17][NH2:18])[CH2:12][CH2:11]2)[CH:30]=[CH:31][CH:32]=[CH:33][CH:34]=1 |f:1.2|. Reported procedure: 2-{2-[4-(1,1-Diphenyl-methoxymethyl)-piperidin-1-yl]-ethyl}-isoindole-1,3-dione (0.95 g, 2.1 mmol) was dissolved in ethanol (5 ml), followed by the addition of hydrazine hydrate (large excess, 2-3 ml). The solution was stirred at room temperature overnight. The white solid was precipitated. The white solid was filtered off and washed with small amount of ethanol. The filtrates were combined and concentrated. The resulted residue was dissolved in toluene (100 ml). The solution was washed with wat... Reactants: N1C(=NC=C1)CC1=CC=C(NC=O)C=C1 (p-(1-imidazolylmethyl)-N-formylaniline), [H-].[Na+] (sodium hydride), BrC(C(=O)OCC)C (ethyl α-bromopropionate). Solvent: CN(C=O)C (dimethylformamide), CN(C=O)C (dimethylformamide). Reaction conditions: temperature 100 celsius. Yields the product C(C)OC([C@@H](N(C1=CC=C(C=C1)CC=1NC=CN1)C=O)C)=O (N-formyl-N-[p-(1-imidazolylmethyl)phenyl]alanine ethyl ester). Yield: 52.5%. RXN SMILES: [H-].[Na+].[NH:3]1[CH:7]=[CH:6][N:5]=[C:4]1[CH2:8][C:9]1[CH:17]=[CH:16][C:12]([NH:13][CH:14]=[O:15])=[CH:11][CH:10]=1.Br[CH:19]([CH3:25])[C:20]([O:22][CH2:23][CH3:24])=[O:21]>CN(C)C=O>[CH2:23]([O:22][C:20](=[O:21])[C@H:19]([CH3:25])[N:13]([CH:14]=[O:15])[C:12]1[CH:11]=[CH:10][C:9]([CH2:8][C:4]2[NH:3][CH:7]=[CH:6][N:5]=2)=[CH:17][CH:16]=1)[CH3:24] |f:0.1|. Procedure: In a 200 ml round-bottom flask is placed a solution of 8.0 g of p-(1-imidazolylmethyl)aniline prepared as described in Reference Example 3, and 30 ml of formic acid in 80 ml of toluene. The flask was fitted with a water separator, and the solution was refluxed for 4 hours. After concentration under reduced pressure, the residual solid was recrystallized from ethanol-diethyl ether to give 6.4 g of p-(1-imidazolylmethyl)-N-formylaniline as colorless prisms. M.P.: 121°-123° C. To a suspension of 0.... The reactants are ClC=1C=CC(=NC1)C=1C=C(C(=O)OC)C=C(C1)C(=C)C (methyl 3-(5-chloropyridin-2-yl)-5-isopropenylbenzoate), [OH-].[Na+] (sodium hydroxide), Cl (hydrochloric acid). Run in CO (methanol). Reaction conditions: temperature 60 celsius, time 45 minute. The product is [Cl-].[Na+] (sodium chloride salt), ClC=1C=CC(=NC1)C=1C=C(C(=O)O)C=C(C1)C(=C)C (3-(5-chloropyridin-2-yl)-5-isopropenylbenzoic acid). RXN SMILES: [Cl:1][C:2]1[CH:3]=[CH:4][C:5]([C:8]2[CH:9]=[C:10]([CH:15]=[C:16]([C:18]([CH3:20])=[CH2:19])[CH:17]=2)[C:11]([O:13]C)=[O:12])=[N:6][CH:7]=1.[OH-].[Na+:22].Cl>CO>[Cl-:1].[Na+:22].[Cl:1][C:2]1[CH:3]=[CH:4][C:5]([C:8]2[CH:9]=[C:10]([CH:15]=[C:16]([C:18]([CH3:20])=[CH2:19])[CH:17]=2)[C:11]([OH:13])=[O:12])=[N:6][CH:7]=1 |f:1.2,5.6|. Reported procedure: To a solution of methyl 3-(5-chloropyridin-2-yl)-5-isopropenylbenzoate (0.13 g, 0.46 mmol) in methanol (3.1 mL) was added 1 M aqueous sodium hydroxide (0.92 mL, 0.92 mmol) and the mixture was heated to 60° C. After 45 min, hydrochloric acid (76 uL, 092 mmol) was added and the mixture was concentrated to dryness gave the bis sodium chloride salt of the title compound. MS 274.0 (M+1). RXN SMILES: [CH3:1][C:2]1[N:7]=[C:6]([C:8]2[CH:13]=[CH:12][CH:11]=[C:10]([C:14]3[CH:15]=[C:16]([S:20]([NH2:23])(=[O:22])=[O:21])[CH:17]=[CH:18][CH:19]=3)[N:9]=2)[CH:5]=[C:4]([C:24]2[CH:29]=[CH:28][C:27]([C:30]([F:33])([F:32])[F:31])=[CH:26][CH:25]=2)[CH:3]=1.[C:34](OC(=O)C)(=[O:36])[CH3:35]>C(O)(=O)C.CCOC(C)=O>[C:34]([NH:23][S:20]([C:16]1[CH:17]=[CH:18][CH:19]=[C:14]([C:10]2[N:9]=[C:8]([C:6]3[CH:5]=[C:4]([C:24]4[CH:29]=[CH:28][C:27]([C:30]([F:33])([F:31])[F:32])=[CH:26][CH:25]=4)[CH:3]=[C:2]([CH3:1])[N:7]=3)[CH:13]=[CH:12][CH:11]=2)[CH:15]=1)(=[O:21])=[O:22])(=[O:36])[CH3:35]. Run in C(C)(=O)O (acetic acid), CCOC(=O)C (EtOAc). Run at temperature 130 celsius, time 3 day. Starting materials: CC1=CC(=CC(=N1)C1=NC(=CC=C1)C=1C=C(C=CC1)S(=O)(=O)N)C1=CC=C(C=C1)C(F)(F)F (3-[6′-Methyl-4′-(4-trifluoromethyl-phenyl)-[2,2′]bipyridinyl-6-yl]-benzenesulfonamide), C(C)(=O)OC(C)=O (acetic anhydride). The product is C(C)(=O)NS(=O)(=O)C1=CC(=CC=C1)C1=CC=CC(=N1)C1=NC(=CC(=C1)C1=CC=C(C=C1)C(F)(F)F)C (N-Acetyl-3-[6′-methyl-4′-(4-trifluoromethyl-phenyl)-[2,2′]bipyridinyl-6-yl]-benzenesulfonamide). Yield: 88.7%. Procedure: A mixture of 3-[6′-methyl-4′-(4-trifluoromethyl-phenyl)-[2,2′]bipyridinyl-6-yl]-benzenesulfonamide (example 266) (300 mg, 0.639 mmol) and acetic anhydride (2.42 mL, 25.6 mmol) in acetic acid (5 mL) was stirred at 130° C. for 3 days. Cooled to rt, diluted with EtOAc, extracted with sat. NaHCO3-sol., dried over Na2SO4, filtered off and evaporated totally to give a crude product, which was purified by silica gel column chromatography with n-heptane/ethyl acetate followed by trituration with diethyl...